describe an organic reaction: reactants, conditions, products, and yield From a dataset of the Open Reaction Database (ORD), a public repository of structured organic reaction records. Starting materials: O=S(=O)(Cl)c1ccc(Br)cc1OC(F)(F)F, CN(C)c1nc(NCC2CCN(C(=O)OC(C)(C)C)CC2)nc2ccccc12, CCOC(C)=O, CCN(C(C)C)C(C)C, ClCCl, Cl. Yields the product CN(C)c1nc(NCC2CCN(S(=O)(=O)c3ccc(Br)cc3OC(F)(F)F)CC2)nc2ccccc12. As a reaction SMILES: [Br:39][c:40]1[cH:41][c:42]([O:50][C:51]([F:52])([F:53])[F:54])[c:43]([S:46](=[O:47])(=[O:48])[Cl:49])[cH:44][cH:45]1.[C:1]([O:2][C:3](=[O:4])[N:8]1[CH2:9][CH2:10][CH:11]([CH2:14][NH:15][c:16]2[n:17][c:18]3[cH:19][cH:20][cH:21][cH:22][c:23]3[c:24]([N:26]([CH3:27])[CH3:28])[n:25]2)[CH2:12][CH2:13]1)([CH3:5])([CH3:6])[CH3:7].[CH3:55][CH2:56][O:57][C:58]([CH3:59])=[O:60].[CH:30]([N:31]([CH:32]([CH3:33])[CH3:34])[CH2:35][CH3:36])([CH3:37])[CH3:38].[Cl:61][CH2:62][Cl:63].[ClH:29]>>[N:8]1([S:46]([c:43]2[c:42]([O:50][C:51]([F:52])([F:53])[F:54])[cH:41][c:40]([Br:39])[cH:45][cH:44]2)(=[O:47])=[O:48])[CH2:9][CH2:10][CH:11]([CH2:14][NH:15][c:16]2[n:17][c:18]3[cH:19][cH:20][cH:21][cH:22][c:23]3[c:24]([N:26]([CH3:27])[CH3:28])[n:25]2)[CH2:12][CH2:13]1. The reactants are NCCSCCC=1N=CNC1 (4-[2-(2-Aminoethylthio)ethyl]imidazole), dihydrobromide, [N+](=O)([O-])C=C(SC)SC (1-nitro-2,2-bis-methylthioethylene), [N+](=O)([O-])C=C(NCCSCCC=1N=CNC1)SC (1-nitro-2-methylthio-2-[2-(2-(4-imidazolyl)ethylthio)ethylamino]ethylene), CN (methylamine). Yields the product [N+](=O)([O-])C=C(NCCSCCC=1N=CNC1)NC (1-Nitro-2-methylamino-2-[2-(2-(4-imidazolyl)ethylthio)ethylamino]ethylene). RXN SMILES: [NH2:1][CH2:2][CH2:3][S:4][CH2:5][CH2:6][C:7]1[N:8]=[CH:9][NH:10][CH:11]=1.[N+](C=C(SC)SC)([O-])=O.[N+:21]([CH:24]=[C:25](SC)[NH:26][CH2:27]CSCCC1N=CNC=1)([O-:23])=[O:22].CN>>[N+:21]([CH:24]=[C:25]([NH:26][CH3:27])[NH:1][CH2:2][CH2:3][S:4][CH2:5][CH2:6][C:7]1[N:8]=[CH:9][NH:10][CH:11]=1)([O-:23])=[O:22]. Reported procedure: 4-[2-(2-Aminoethylthio)ethyl]imidazole (from the dihydrobromide (4.0 g)) is reacted with 1-nitro-2,2-bis-methylthioethylene (2.0 g) by the procedure of Example 8(i) and the resultant 1-nitro-2-methylthio-2-[2-(2-(4-imidazolyl)ethylthio)ethylamino]ethylene is treated with methylamine according to the procedure of Example 8(ii) to yield the title compound. Reaction SMILES: [CH2:42]([Cl:43])[Cl:44].[CH3:38][C:39]([Cl:40])=[O:41].[CH:29]([N:30]([CH:31]([CH3:32])[CH3:33])[CH2:34][CH3:35])([CH3:36])[CH3:37].[Cl:1][c:2]1[cH:3][cH:4][c:5]([NH:8][CH:9]2[CH2:10][CH:11]([CH3:28])[N:12]([C:19](=[O:20])[c:21]3[cH:22][cH:23][c:24]([F:27])[cH:25][cH:26]3)[c:13]3[cH:14][cH:15][cH:16][cH:17][c:18]32)[cH:6][cH:7]1>>[Cl:1][c:2]1[cH:3][cH:4][c:5]([N:8]([CH:9]2[CH2:10][CH:11]([CH3:28])[N:12]([C:19](=[O:20])[c:21]3[cH:22][cH:23][c:24]([F:27])[cH:25][cH:26]3)[c:13]3[cH:14][cH:15][cH:16][cH:17][c:18]32)[C:39]([CH3:38])=[O:41])[cH:6][cH:7]1. The product is CC(=O)N(c1ccc(Cl)cc1)C1CC(C)N(C(=O)c2ccc(F)cc2)c2ccccc21. Reactants: ClCCl, CC(=O)Cl, CCN(C(C)C)C(C)C, CC1CC(Nc2ccc(Cl)cc2)c2ccccc2N1C(=O)c1ccc(F)cc1. The reactants are OC1=CC(=C(C(=O)OC)C=C1)OC (methyl 4-hydroxy-2-methoxybenzoate), COCCCl (2-chloroethyl methy ether), C([O-])([O-])=O.[K+].[K+] (potassium carbonate), CN(C=O)C (dimethylformamide), COCCCl (2-chloroethyl methy ether), C([O-])([O-])=O.[K+].[K+] (potassium carbonate). The solvent is C(C)(=O)OCC (ethyl acetate). Yields the product COC(C1=C(C=CC(=C1)OCCOC)OC)=O (2-methoxy-5-(2-methoxy-ethoxy)-benzoic acid methyl ester). The yield is 97.8%. As a reaction SMILES: O[C:2]1[CH:11]=[CH:10][C:5]([C:6]([O:8][CH3:9])=[O:7])=[C:4]([O:12][CH3:13])[CH:3]=1.[CH3:14][O:15][CH2:16][CH2:17]Cl.C(=O)([O-])[O-:20].[K+].[K+].CN(C)C=O>C(OCC)(=O)C>[CH3:9][O:8][C:6](=[O:7])[C:5]1[CH:10]=[C:11]([O:20][CH2:17][CH2:16][O:15][CH3:14])[CH:2]=[CH:3][C:4]=1[O:12][CH3:13] |f:2.3.4|. Procedure details: Stir a mixture of methyl 4-hydroxy-2-methoxybenzoate (Danishefsky et al., J. Med. Chem. 1979, 101, 7001-7008, 0.73 g, 4 mmol), 2-chloroethyl methy ether (1 mL, 12 mmol, Aldrich Chemical Company), potassium carbonate (0.55 g, 4.8 mmol) and dimethylformamide (20 mL) at 50° C. overnight. Cool to room temperature, add 2-chloroethyl methy ether (1 mL) and potassium carbonate (1.36 g), and heat with stirring at 70° C. for six hours. Cool and dilute with ethyl acetate, wash with saturated brine, dry (N...